This data is from the Open Reaction Database (ORD), a public repository of structured organic reaction records. The task is: describe an organic reaction: reactants, conditions, products, and yield The reactants are C(C)(C)(C)OC(=O)N[C@@H](CC(C)C)C(=O)O (N-(tert-butoxycarbonyl)-L-leucine), FC1=CC=C(C=C1)S(=O)(=O)N1C[C@@H]2[C@H](C1)[C@H](CC2)N ((3aR,4S,6aS)-2-(4-Fluorophenylsulfonyl)octahydrocyclopenta[c]pyrrol-4-amine), C(C1=CC=CC=C1)N1C[C@@H]2[C@H](C1)[C@H](CC2)N ((3aR,4S,6aS)-2-benzyloctahydrocyclopenta[c]pyrrol-4-amine). Product: FC1=CC=C(C=C1)S(=O)(=O)N1C[C@@H]2[C@H](C1)[C@H](CC2)NC([C@H](CC(C)C)N(C(OC(C)(C)C)=O)C)=O (tert-butyl(S)-1-((3aR,4S,6aS)-2-(4-fluorophenylsulfonyl)octahydrocyclopenta[c]pyrrol-4-ylamino)-4-methyl-1-oxopentan-2-yl(methyl)carbamate). Reaction SMILES: [C:1]([O:5][C:6]([NH:8][C@H:9]([C:14]([OH:16])=O)[CH2:10][CH:11]([CH3:13])[CH3:12])=[O:7])([CH3:4])([CH3:3])[CH3:2].[F:17][C:18]1[CH:23]=[CH:22][C:21]([S:24]([N:27]2[CH2:31][C@@H:30]3[C@@H:32]([NH2:35])[CH2:33][CH2:34][C@@H:29]3[CH2:28]2)(=[O:26])=[O:25])=[CH:20][CH:19]=1.[CH2:36](N1C[C@@H]2[C@@H](N)CC[C@@H]2C1)C1C=CC=CC=1>>[F:17][C:18]1[CH:19]=[CH:20][C:21]([S:24]([N:27]2[CH2:31][C@@H:30]3[C@@H:32]([NH:35][C:14](=[O:16])[C@@H:9]([N:8]([CH3:36])[C:6](=[O:7])[O:5][C:1]([CH3:2])([CH3:3])[CH3:4])[CH2:10][CH:11]([CH3:12])[CH3:13])[CH2:33][CH2:34][C@@H:29]3[CH2:28]2)(=[O:25])=[O:26])=[CH:22][CH:23]=1. Procedure details: tert-butyl(S)-1-((3aR,4S,6aS)-2-(4-fluorophenylsulfonyl)octahydrocyclopenta[c]pyrrol-4-ylamino)-4-methyl-1-oxopentan-2-yl(methyl)carbamate was prepared by substituting (S)-2-(tert-butoxycarbonyl(methyl)amino)-4-methylpentanoic acid for N-(tert-butoxycarbonyl)-L-leucine and (3aR,4S,6aS)-2-(4-fluorophenylsulfonyl)octahydrocyclopenta[c]pyrrol-4-amine from Example 261 Step A for (3aR,4S,6aS)-2-benzyloctahydrocyclopenta[c]pyrrol-4-amine in the procedure described in Example 221: 1H NMR (400 MHz, pyri... The reactants are C1(CCCC1)CC(C(=O)O)N1N=CC(=CC1=O)OC1=C(C=CC=C1F)F (3-cyclopentyl-2-[4-(2,6-difluoro-phenoxy)-6-oxo-6H-pyridazin-1-yl]-propionic acid), NC1=NN(C=C1)CC(C)(O)C (1-(3-amino-pyrazol-1-yl)-2-methyl-propan-2-ol), C1(CCCC1)CC(C(=O)O)N1N=CC(=CC1=O)OC1=C(C=CC=C1F)F (3-cyclopentyl-2-[4-(2,6-difluoro-phenoxy)-6-oxo-6H-pyridazin-1-yl]-propionic acid), NC1=NN(C=C1)CC(C)(O)C (1-(3-amino-pyrazol-1-yl)-2-methyl-propan-2-ol). Product: C1(CCCC1)CC(C(=O)NC1=NN(C=C1)CC(C)(C)O)N1N=CC(=CC1=O)OC1=C(C=CC=C1F)F (3-cyclopentyl-2-[4-(2,6-difluoro-phenoxy)-6-oxo-6H-pyridazin-1-yl]-N-[1-(2-hydroxy-2-methyl-propyl)-1H-pyrazol-3-yl]-propionamide). Isolated yield 62.0%. Reaction SMILES: [CH:1]1([CH2:6][CH:7]([N:11]2[C:16](=[O:17])[CH:15]=[C:14]([O:18][C:19]3[C:24]([F:25])=[CH:23][CH:22]=[CH:21][C:20]=3[F:26])[CH:13]=[N:12]2)[C:8](O)=[O:9])[CH2:5][CH2:4][CH2:3][CH2:2]1.[NH2:27][C:28]1[CH:32]=[CH:31][N:30]([CH2:33][C:34]([CH3:37])([OH:36])[CH3:35])[N:29]=1>>[CH:1]1([CH2:6][CH:7]([N:11]2[C:16](=[O:17])[CH:15]=[C:14]([O:18][C:19]3[C:20]([F:26])=[CH:21][CH:22]=[CH:23][C:24]=3[F:25])[CH:13]=[N:12]2)[C:8]([NH:27][C:28]2[CH:32]=[CH:31][N:30]([CH2:33][C:34]([OH:36])([CH3:35])[CH3:37])[N:29]=2)=[O:9])[CH2:2][CH2:3][CH2:4][CH2:5]1. Procedure details: Using the method described in Example 17, 3-cyclopentyl-2-[4-(2,6-difluoro-phenoxy)-6-oxo-6H-pyridazin-1-yl]-propionic acid (Intermediate 47) and 1-(3-amino-pyrazol-1-yl)-2-methyl-propan-2-ol (Intermediate 1) afforded 3-cyclopentyl-2-[4-(2,6-difluoro-phenoxy)-6-oxo-6H-pyridazin-1-yl]-N-[1-(2-hydroxy-2-methyl-propyl)-1H-pyrazol-3-yl]-propionamide as a white solid (0.75 g, 62%); ES+-HRMS m/e calcd for C25H29N5O4F2 [M+H+] 502.2261 found 502.2258. 1H-NMR (300 MHz, DMSO-d6) δ ppm 1.05 (s, 3H), 1.06 (... Starting materials: Cl.COC=1C=C(C=CC1)C(CC1NCCC1)=O (1-(3-methoxyphenyl)-2-(2-pyrrolidinyl)-ethanone hydrochloride), [BH4-].[Na+] (sodium borohydride). The solvent is CO (methanol), O (water). The product is COC=1C=C(C=CC1)C(CC1NCCC1)O (1-(3-methoxyphenyl)-2-(2-pyrrolidinyl)-ethanol). Yield: 80.0%. Reaction SMILES: [BH4-].[Na+].Cl.[CH3:4][O:5][C:6]1[CH:7]=[C:8]([C:12](=[O:19])[CH2:13][CH:14]2[CH2:18][CH2:17][CH2:16][NH:15]2)[CH:9]=[CH:10][CH:11]=1>CO.O>[CH3:4][O:5][C:6]1[CH:7]=[C:8]([CH:12]([OH:19])[CH2:13][CH:14]2[CH2:18][CH2:17][CH2:16][NH:15]2)[CH:9]=[CH:10][CH:11]=1 |f:0.1,2.3|. Procedure details: 4.8 g of sodium borohydride are added portionwise with stirring to a solution of 6.5 g of 1-(3-methoxyphenyl)-2-(2-pyrrolidinyl)-ethanone hydrochloride in 25 ml of methanol and 5 ml of water. After 1 hour the bulk of the methanol is distilled off under a vacuum. The residue is taken up with 20 ml of water and 10 ml of 6 N sodium hydroxide solution. The mixture is extracted 5 times with, in each case, 20 ml of diethylether. The organic phases are collected, dried over sodium sulphate and concentr... Starting materials: FC(C(=O)O)(F)F (trifluoroacetic acid), ClC=1C(=NC=C(C1)C(F)(F)F)C1=CC(=C(C=C1)C(C(=O)OC(C)(C)C)C(=O)OC(C)(C)C)[N+](=O)[O-] (3-chloro-2-[4-(bis-[1,1-dimethylethoxycarbonyl]-methyl)-3-nitrophenyl]-5-trifluoromethylpyridine). The solvent is ClCCl (dichloromethane). Conditions: temperature 23 celsius, time 65 hour. Yields the product ClC=1C(=NC=C(C1)C(F)(F)F)C1=CC(=C(C=C1)CC(=O)O)[N+](=O)[O-] (3-Chloro-2-(4-hydroxycarbonylmethyl-3-nitrophenyl)-5-tri-fluoromethylpyridine). Reaction SMILES: FC(F)(F)C(O)=O.[Cl:8][C:9]1[C:10]([C:19]2[CH:24]=[CH:23][C:22]([CH:25](C(OC(C)(C)C)=O)[C:26]([O:28]C(C)(C)C)=[O:27])=[C:21]([N+:40]([O-:42])=[O:41])[CH:20]=2)=[N:11][CH:12]=[C:13]([C:15]([F:18])([F:17])[F:16])[CH:14]=1>ClCCl>[Cl:8][C:9]1[C:10]([C:19]2[CH:24]=[CH:23][C:22]([CH2:25][C:26]([OH:28])=[O:27])=[C:21]([N+:40]([O-:42])=[O:41])[CH:20]=2)=[N:11][CH:12]=[C:13]([C:15]([F:17])([F:16])[F:18])[CH:14]=1. Procedure details: 16 ml of trifluoroacetic acid were added dropwise to a solution of 10.2 g of 3-chloro-2-[4-(bis-[1,1-dimethylethoxycarbonyl]-methyl)-3-nitrophenyl]-5-trifluoromethylpyridine in 100 ml of anhydrous dichloromethane. After stirring at 23° C. for 65 hours, the methylene chloride was removed by distillation. The residue was dissolved in 100 ml of ether, after which the ether phase was extracted three times with 50 ml of water each time, dried over sodium sulfate and concentrated. The crude product wa...